Task: describe an organic reaction: reactants, conditions, products, and yield. Dataset: the Open Reaction Database (ORD), a public repository of structured organic reaction records Reactants: C1(=CC=CC=C1)NC(=S)N (N-phenylthiourea), BrCC(=O)C=1C=C(C(=C(C#N)C1)O)O (5-(bromoacetyl)-2,3-dihydroxybenzonitrile), Cl (hydrochloric acid). Solvent: CN(C=O)C (N,N-dimethylformamide). Reaction conditions: time 5 hour. Product: Cl.N(C1=CC=CC=C1)C=1SC=C(N1)C=1C=C(C(=C(C#N)C1)O)O (5-(2-anilino-4-thiazolyl)-2,3-dihydroxybenzo- nitrile hydrochloride). As a reaction SMILES: Br[CH2:2][C:3]([C:5]1[CH:6]=[C:7]([OH:14])[C:8]([OH:13])=[C:9]([CH:12]=1)[C:10]#[N:11])=O.[C:15]1([NH:21][C:22]([NH2:24])=[S:23])[CH:20]=[CH:19][CH:18]=[CH:17][CH:16]=1.[ClH:25]>CN(C)C=O>[ClH:25].[NH:21]([C:22]1[S:23][CH:2]=[C:3]([C:5]2[CH:6]=[C:7]([OH:14])[C:8]([OH:13])=[C:9]([CH:12]=2)[C:10]#[N:11])[N:24]=1)[C:15]1[CH:20]=[CH:19][CH:18]=[CH:17][CH:16]=1 |f:4.5|. Procedure details: 3.8 g of 5-(bromoacetyl)-2,3-dihydroxybenzonitrile dissolved in 25 ml of N,N-dimethylformamide are treated with N-phenylthiourea and stirred at 100° for 5 hours. Thereafter, the solvent is removed by evaporation. The residue is treated with 200 ml of 1N sodium carbonate solution and extracted three times with 100 ml of methylene chloride each time. The combined organic phases are washed with water, dried over sodium sulfate and evaporated. The residue is chromatographed on 30 g of silica gel wit...